This data is from the Open Reaction Database (ORD), a public repository of structured organic reaction records. The task is: describe an organic reaction: reactants, conditions, products, and yield Starting materials: N1=CC(=CC=C1)OC1=CC=C(C(=O)NN)C=C1 (4-(pyridine-3-yloxy)benzohydrazide), I.CSC(NC1=CC(=C(C=C1)Cl)C(F)(F)F)=N (S-methyl N-[4-chloro-3-(trifluoromethyl)phenyl]isothiourea hydroiodide). The solvent is N1=CC=CC=C1 (pyridine). The product is ClC1=C(C=C(C=C1)NC1=NN=C(N1)C1=CC=C(C=C1)OC=1C=NC=CC1)C(F)(F)F ((4-chloro-3-trifluoromethyl-phenyl)-{5-[4-(pyridin-3-yloxy)-phenyl]-4H-[1,2,4]triazol-3-yl}-amine). Isolated yield 12.7%. RXN SMILES: [N:1]1[CH:6]=[CH:5][CH:4]=[C:3]([O:7][C:8]2[CH:17]=[CH:16][C:11]([C:12]([NH:14][NH2:15])=O)=[CH:10][CH:9]=2)[CH:2]=1.I.CS[C:21](=[NH:34])[NH:22][C:23]1[CH:28]=[CH:27][C:26]([Cl:29])=[C:25]([C:30]([F:33])([F:32])[F:31])[CH:24]=1>N1C=CC=CC=1>[Cl:29][C:26]1[CH:27]=[CH:28][C:23]([NH:22][C:21]2[NH:34][C:12]([C:11]3[CH:16]=[CH:17][C:8]([O:7][C:3]4[CH:2]=[N:1][CH:6]=[CH:5][CH:4]=4)=[CH:9][CH:10]=3)=[N:14][N:15]=2)=[CH:24][C:25]=1[C:30]([F:31])([F:32])[F:33] |f:1.2|. Procedure details: 4-(pyridine-3-yloxy)benzohydrazide (2.33 g, 10.2 mmol) was dissolved in ca. 70 mL of anhydrous pyridine and S-methyl N-[4-chloro-3-(trifluoromethyl)phenyl]isothiourea hydroiodide (4.04 g, 10.2 mmol) was added. The reaction mixture was refluxed for 18 hrs under Ar. The pyridine was removed in vacuo and the resulting residue was purified by silica gel chromatography using EtOAc as eluent to give the title product (0.56 g) as a white solid. The reactants are [H-].[Na+] (Sodium hydride), CN([C@@H]1CC[C@H](CC1)O)C (trans-4-(dimethylamino)cyclohexan-1-ol), ClC=1C2=C(N=CN1)SC(=C2)CCNC(OC(C)(C)C)=O (tert-butyl N-(2-[4-chlorothieno[2,3-d]pyrimidin-6-yl]ethyl)carbamate). Run in C1CCOC1 (THF), C1CCOC1 (THF). Conditions: time 12 hour. The product is CN(C1CCC(CC1)OC=1C2=C(N=CN1)SC(=C2)CCNC(OC(C)(C)C)=O)C (tert-butyl N-[2-(4-[[4-(dimethylamino)cyclohexyl]oxy]thieno[2,3-d]pyrimidin-6-yl)ethyl]carbamate). The yield is 81.2%. RXN SMILES: [H-].[Na+].[CH3:3][N:4]([CH3:12])[C@H:5]1[CH2:10][CH2:9][C@H:8]([OH:11])[CH2:7][CH2:6]1.Cl[C:14]1[C:15]2[CH:22]=[C:21]([CH2:23][CH2:24][NH:25][C:26](=[O:32])[O:27][C:28]([CH3:31])([CH3:30])[CH3:29])[S:20][C:16]=2[N:17]=[CH:18][N:19]=1>C1COCC1>[CH3:3][N:4]([CH3:12])[CH:5]1[CH2:10][CH2:9][CH:8]([O:11][C:14]2[C:15]3[CH:22]=[C:21]([CH2:23][CH2:24][NH:25][C:26](=[O:32])[O:27][C:28]([CH3:30])([CH3:29])[CH3:31])[S:20][C:16]=3[N:17]=[CH:18][N:19]=2)[CH2:7][CH2:6]1 |f:0.1|. Procedure: Sodium hydride (80 mg, 2.00 mmol, 4.83 equiv, 60% dispersion in mineral oil) was treated with trans-4-(dimethylamino)cyclohexan-1-ol (80 mg, 0.56 mmol, 1.35 equiv) in 10 mL of distilled THF for 30 min at 0° C. under nitrogen. Then a solution of tert-butyl N-(2-[4-chlorothieno[2,3-d]pyrimidin-6-yl]ethyl)carbamate (130 mg, 0.41 mmol, 1.00 equiv) in 3 mL of THF was added and stirred at room temperature for 12 hours. After cooling to 0° C., the reaction was quenched with water and extracted with 3×3... Starting materials: CO, O=C(COCc1ccccc1)Oc1cc(Cl)ccc1Oc1ccc(Cl)cc1Cl, [H][H]. Product: O=C(CO)Oc1cc(Cl)ccc1Oc1ccc(Cl)cc1Cl. As a reaction SMILES: [CH3:31][OH:32].[Cl:1][c:2]1[cH:3][cH:4][c:5]([O:20][c:21]2[c:22]([Cl:28])[cH:23][c:24]([Cl:27])[cH:25][cH:26]2)[c:6]([O:8][C:9]([CH2:10][O:11][CH2:12][c:13]2[cH:14][cH:15][cH:16][cH:17][cH:18]2)=[O:19])[cH:7]1.[H:29][H:30]>>[Cl:1][c:2]1[cH:3][cH:4][c:5]([O:20][c:21]2[c:22]([Cl:28])[cH:23][c:24]([Cl:27])[cH:25][cH:26]2)[c:6]([O:8][C:9]([CH2:10][OH:11])=[O:19])[cH:7]1. The reactants are ClC=1C=C(C(=O)O)C=CC1O (3-chloro-4-hydroxybenzoic acid), C([O-])([O-])=O.[K+].[K+] (potassium carbonate), CI (methyl iodide), CN(C=O)C (N,N-dimethylformamide), O (Water). Run at temperature 60 celsius, time 2 hour. Product: ClC=1C=C(C(=O)OC)C=CC1OC (methyl 3-chloro-4-methoxybenzoate). Isolated yield 100.0%. RXN SMILES: [Cl:1][C:2]1[CH:3]=[C:4]([CH:8]=[CH:9][C:10]=1O)[C:5]([OH:7])=[O:6].[C:12](=O)([O-])[O-].[K+].[K+].CI.O.CN(C)[CH:23]=[O:24]>>[Cl:1][C:2]1[CH:3]=[C:4]([CH:8]=[CH:9][C:10]=1[O:24][CH3:23])[C:5]([O:7][CH3:12])=[O:6] |f:1.2.3|. Reported procedure: To a solution of 3-chloro-4-hydroxybenzoic acid (3.45 g, 20 mmol) in N,N-dimethylformamide (10 mL) were added potassium carbonate (6.9 g, 50 mmol) and methyl iodide (large excess) and the mixture was stirred at 60° C. for 2 h. Water was added to the reaction mixture and the mixture was extracted with ethyl acetate. The organic layer was washed with saturated brine and dried over anhydrous sodium sulfate. The solvent was evaporated under reduced pressure to give an almost pure title compound (4.0... The reactants are COC(C1=CC(=CC(=C1)O[C@H](CO[Si](C)(C)C(C)(C)C)C)OC1=CC=C(C=C1)S(=O)(=O)C)=O (5-((1S)-2-(t-butyldimethylsiloxy)-1-methyl-ethoxy)-3-(4-methanesulfonyl-phenoxy)-benzoic acid methyl ester), NC1=NC(=NS1)C (5-amino-3-methyl-[1,2,4]thiadiazole). Yields the product OCC(OC=1C=C(C=C(C(=O)NC2=NC(=NS2)C)C1)OC1=CC=C(C=C1)S(=O)(=O)C)C (5-(2-hydroxy-1-methyl-ethoxy)-3-(4-methanesulfonylphenoxy)-N-(3-methyl-[1,2,4]-thiadiazol-5-yl)-benzamide). RXN SMILES: C[O:2][C:3](=O)[C:4]1[CH:9]=[C:8]([O:10][C@@H:11]([CH3:21])[CH2:12][O:13][Si](C(C)(C)C)(C)C)[CH:7]=[C:6]([O:22][C:23]2[CH:28]=[CH:27][C:26]([S:29]([CH3:32])(=[O:31])=[O:30])=[CH:25][CH:24]=2)[CH:5]=1.[NH2:34][C:35]1[S:39][N:38]=[C:37]([CH3:40])[N:36]=1>>[OH:13][CH2:12][CH:11]([CH3:21])[O:10][C:8]1[CH:7]=[C:6]([O:22][C:23]2[CH:24]=[CH:25][C:26]([S:29]([CH3:32])(=[O:30])=[O:31])=[CH:27][CH:28]=2)[CH:5]=[C:4]([CH:9]=1)[C:3]([NH:34][C:35]1[S:39][N:38]=[C:37]([CH3:40])[N:36]=1)=[O:2]. Procedure: The compound of Production Example 89 was obtained as a colorless amorphous substance using 200 mg (0.40 mmol) of the obtained 5-((1S)-2-(t-butyldimethylsiloxy)-1-methyl-ethoxy)-3-(4-methanesulfonyl-phenoxy)-benzoic acid methyl ester and 5-amino-3-methyl-[1,2,4]thiadiazole, by the same method as in Production Example 2, a corresponding method, or a combination thereof with an ordinary method. Reactants: COC(C1=C(C(=CC=C1)N)C#CC1=CC=C(C=C1)Cl)=O (3-amino-2-(4-chloro-phenylethynyl)-benzoic acid methyl ester). Reagents/catalysts: [Pd](Cl)Cl (palladium (II) chloride). Run in C(C)#N (acetonitrile). Run at temperature 75 celsius, time 17 hour. Yields the product COC(=O)C=1C=2C=C(NC2C=CC1)C1=CC=C(C=C1)Cl (2-(4-Chloro-phenyl)-1H-indole-4-carboxylic acid methyl ester). As a reaction SMILES: [CH3:1][O:2][C:3](=[O:20])[C:4]1[CH:9]=[CH:8][CH:7]=[C:6]([NH2:10])[C:5]=1[C:11]#[C:12][C:13]1[CH:18]=[CH:17][C:16]([Cl:19])=[CH:15][CH:14]=1>C(#N)C.[Pd](Cl)Cl>[CH3:1][O:2][C:3]([C:4]1[C:5]2[CH:11]=[C:12]([C:13]3[CH:14]=[CH:15][C:16]([Cl:19])=[CH:17][CH:18]=3)[NH:10][C:6]=2[CH:7]=[CH:8][CH:9]=1)=[O:20]. Procedure: 3-amino-2-(4-chloro-phenylethynyl)-benzoic acid methyl ester (0.73 g, 2.54 mmol) and palladium (II) chloride (23 mg, 0.13 mmol) were combined in 10 mL acetonitrile. The yellow solution was stirred under argon at 75° C. for 17 h. The solvent was removed in vacuo leaving an orange solid which was purified by flash chromatography eluting with 50 to 100% CH—Cl3/hecanes. 2-(4-chlorophenyl)-1H-indole-4-carboxylic acid methyl ester; 0.53 g (72%) was isolated as an off-white solid: m.p. 150.0-151.5° C.;... The reactants are CC(C)(C)OC(=O)N1CCNCC1, C1=CC(=C(C=C1Br)F)C(F)(F)F. Reagents/catalysts: C(=O)([O-])[O-].[Cs+].[Cs+], C1=CC=C(C=C1)P(C2=CC=CC=C2)C3=C(C4=CC=CC=C4C=C3)C5=C(C=CC6=CC=CC=C65)P(C7=CC=CC=C7)C8=CC=CC=C8, CC(=O)O.CC(=O)O.[Pd]. Solvent: CC1=CC=CC=C1. Run at temperature 80 celsius. The product is CC(C)(C)OC(=O)N1CCN(CC1)C2=CC(=C(C=C2)C(F)(F)F)F. Yield: 59.9%. Procedure details: In a 50 mL round-bottomed flask, PALLADIUM ACETATE (0.014 g, 0.06 mmol) was treated with BINAP (0.077 g, 0.12 mmol) under nitrogen in degassed Toluene (12.35 ml). The reaction was heated to 80 °C and was stirred for 10 min. To the flask was then added tert-butyl piperazine-1-carboxylate (0.230 g, 1.23 mmol), cesium carbonate (0.201 g, 0.62 mmol), potassium carbonate (0.171 g, 1.23 mmol), and 18-CROWN-6 (0.033 g, 0.12 mmol). The reaction was then treated with 4-bromo-2-fluoro-1-(trifluoromethyl)b...